From a dataset of the Open Reaction Database (ORD), a public repository of structured organic reaction records. describe an organic reaction: reactants, conditions, products, and yield RXN SMILES: [C:8](=[O:9])([O:10][C:11]([CH3:12])([CH3:13])[CH3:14])[N:15]([CH2:16][C:17](=[O:18])[OH:19])[CH2:20][CH:21]=[CH2:22].[CH3:1][Si:2]([CH:3]=[N+:4]=[N-:5])([CH3:6])[CH3:7].[CH3:23][OH:24].[Cl:25][CH2:26][Cl:27]>>[CH3:1][O:18][C:17]([CH2:16][N:15]([C:8](=[O:9])[O:10][C:11]([CH3:12])([CH3:13])[CH3:14])[CH2:20][CH:21]=[CH2:22])=[O:19]. Starting materials: C=CCN(CC(=O)O)C(=O)OC(C)(C)C, C[Si](C)(C)C=[N+]=[N-], CO, ClCCl. Yields the product C=CCN(CC(=O)OC)C(=O)OC(C)(C)C. Starting materials: [Li]CCCC (n-BuLi), N1=C(C=CC=C1)C (2-picoline), FC1=C(C(=C(C(=C1OC([C@H](C(C)(C)C)NC(=O)OC(C)(C)C)=O)F)F)F)F (2(S)-tert-butoxycarbonylamino-3,3-dimethyl-butyric acid pentafluorophenyl ester), [NH4+].[Cl-] (NH4Cl). Run in C1CCOC1 (THF), C1CCOC1 (THF). Run at temperature -40 celsius, time 1 hour. The product is C(C)(C)(C)OC(N[C@H](C(CC1=NC=CC=C1)=O)C(C)(C)C)=O ((1(S)-tert-Butyl-2-oxo-3-pyridin-2-yl-propyl)carbamic Acid tert-butyl Ester). Isolated yield 43.4%. RXN SMILES: [Li]CCCC.[N:6]1[CH:11]=[CH:10][CH:9]=[CH:8][C:7]=1[CH3:12].FC1C([O:20][C:21](=O)[C@@H:22]([NH:27][C:28]([O:30][C:31]([CH3:34])([CH3:33])[CH3:32])=[O:29])[C:23]([CH3:26])([CH3:25])[CH3:24])=C(F)C(F)=C(F)C=1F.[NH4+].[Cl-]>C1COCC1>[C:31]([O:30][C:28](=[O:29])[NH:27][C@@H:22]([C:23]([CH3:26])([CH3:25])[CH3:24])[C:21](=[O:20])[CH2:12][C:7]1[CH:8]=[CH:9][CH:10]=[CH:11][N:6]=1)([CH3:34])([CH3:33])[CH3:32] |f:3.4|. Procedure: The reaction was carried out under argon in flame dried apparatus. n-BuLi (1.6 M in hexanes, 11.3 mL, 18.1 mmol) was added dropwise to a cooled (−40° C.) solution of 2-picoline (1.64 mL, 16.6 mmol) in THF (30 mL). When addition was complete the solution was stirred at −40° C. for 1 hour before cooling to −78° C. A solution of 2(S)-tert-butoxycarbonylamino-3,3-dimethyl-butyric acid pentafluorophenyl ester (3.00 g, 7.6 mmol) in THF (30 mL) was added via a cannula, maintaining the reaction temperat... The reactants are C(C1=CC=CC=C1)OC1=CC=C2C(=N1)N(C(=N2)CO)C (5-benzyloxy-2-hydroxymethyl-3-methyl-3H-imidazo[4,5-b]pyridine), N(=NC(=O)N1CCCCC1)C(=O)N1CCCCC1 (1,1'-(azodicarbonyl)dipiperidine), OC1=CC=C(CC2C(N(C(S2)=O)C(C2=CC=CC=C2)(C2=CC=CC=C2)C2=CC=CC=C2)=O)C=C1 (5-(4-hydroxybenzyl)-3-triphenylmethylthiazolidine-2,4-dione), C(CCC)P(CCCC)CCCC (tributylphosphine). Run in C1(=CC=CC=C1)C (toluene). The product is C(C1=CC=CC=C1)OC1=CC=C2C(=N1)N(C(=N2)COC2=CC=C(CC1C(N(C(S1)=O)C(C1=CC=CC=C1)(C1=CC=CC=C1)C1=CC=CC=C1)=O)C=C2)C (5-{4-(5-Benzyloxy-3-methyl-3H-imidazo[4,5-b]pyridin-2-ylmethoxy)benzyl}-3-triphenylmethylthiazolidine-2,4-dione). Yield: 84.7%. RXN SMILES: [CH2:1]([O:8][C:9]1[N:14]=[C:13]2[N:15]([CH3:20])[C:16]([CH2:18][OH:19])=[N:17][C:12]2=[CH:11][CH:10]=1)[C:2]1[CH:7]=[CH:6][CH:5]=[CH:4][CH:3]=1.O[C:22]1[CH:54]=[CH:53][C:25]([CH2:26][CH:27]2[S:31][C:30](=[O:32])[N:29]([C:33]([C:46]3[CH:51]=[CH:50][CH:49]=[CH:48][CH:47]=3)([C:40]3[CH:45]=[CH:44][CH:43]=[CH:42][CH:41]=3)[C:34]3[CH:39]=[CH:38][CH:37]=[CH:36][CH:35]=3)[C:28]2=[O:52])=[CH:24][CH:23]=1.C(P(CCCC)CCCC)CCC.N(C(N1CCCCC1)=O)=NC(N1CCCCC1)=O>C1(C)C=CC=CC=1>[CH2:1]([O:8][C:9]1[N:14]=[C:13]2[N:15]([CH3:20])[C:16]([CH2:18][O:19][C:22]3[CH:54]=[CH:53][C:25]([CH2:26][CH:27]4[S:31][C:30](=[O:32])[N:29]([C:33]([C:46]5[CH:51]=[CH:50][CH:49]=[CH:48][CH:47]=5)([C:40]5[CH:41]=[CH:42][CH:43]=[CH:44][CH:45]=5)[C:34]5[CH:39]=[CH:38][CH:37]=[CH:36][CH:35]=5)[C:28]4=[O:52])=[CH:24][CH:23]=3)=[N:17][C:12]2=[CH:11][CH:10]=1)[C:2]1[CH:3]=[CH:4][CH:5]=[CH:6][CH:7]=1. Procedure details: A procedure similar to that described in Preparation 4 was repeated, except that 3.15 g of 5-benzyloxy-2-hydroxymethyl-3-methyl-3H-imidazo[4,5-b]pyridine (prepared as described in Preparation 94), 5.50 g of 5-(4-hydroxybenzyl)-3-triphenylmethylthiazolidine-2,4-dione, 2.91 ml of tributylphosphine, 2.95 g of 1,1'-(azodicarbonyl)dipiperidine and 100 ml of toluene were used, and that the product was purified by column chromatography through silica gel, using a gradient elution method, with mixtures ... The reactants are CC(=O)O, C1CCOC1, CCOC(=O)OCC, CCO, N#CCC1CC1, [H-], [Na+]. The product is CCOC(=O)C(C#N)C1CC1. As a reaction SMILES: [C:25]([OH:26])(=[O:27])[CH3:28].[CH2:20]1[O:21][CH2:22][CH2:23][CH2:24]1.[CH2:3]([O:4][C:6]([O:7][CH2:8][CH3:9])=[O:10])[CH3:5].[CH3:11][CH2:12][OH:13].[CH:14]1([CH2:17][C:18]#[N:19])[CH2:15][CH2:16]1.[H-:2].[Na+:1]>>[C:6]([O:7][CH2:8][CH3:9])(=[O:10])[CH:17]([CH:14]1[CH2:15][CH2:16]1)[C:18]#[N:19]. The reactants are C(C)(C)(C)OC(C(C)(C)SC=1SC=C(N1)CCOC1=CC=C(C=C1)Br)=O (2-({4-[2-(4-bromophenoxy)ethyl]-1,3-thiazol-2-yl}thio)-2-methylpropionic acid tert-butyl ester), C1(=CC=CC=C1)N1CCNCC1 (1-phenylpiperazine), CC(C)([O-])C.[Na+] (sodium tert-butoxide), C(C)(C)(C)P(C1=C(C=CC=C1)C1=CC=CC=C1)C(C)(C)C (2-(di-tert-butylphosphino)biphenyl). Reagents/catalysts: C=1C=CC(=CC1)/C=C/C(=O)/C=C/C2=CC=CC=C2.C=1C=CC(=CC1)/C=C/C(=O)/C=C/C2=CC=CC=C2.C=1C=CC(=CC1)/C=C/C(=O)/C=C/C2=CC=CC=C2.[Pd].[Pd] (tris(dibenzylideneacetone)dipalladium). Run in O (water), C1(=CC=CC=C1)C (toluene). The product is C(C)(C)(C)OC(C(C)(SC=1SC=C(N1)CCOC1=CC=C(C=C1)N1CCN(CC1)C1=CC=CC=C1)C)=O (2-methyl-2-[(4-{2-[4-(4-phenylpiperazin-1-yl)phenoxy]ethyl}-1,3-thiazol-2-yl)thio]propionic acid tert-butyl ester). Yield: 52.0%. RXN SMILES: [C:1]([O:5][C:6](=[O:26])[C:7]([S:10][C:11]1[S:12][CH:13]=[C:14]([CH2:16][CH2:17][O:18][C:19]2[CH:24]=[CH:23][C:22](Br)=[CH:21][CH:20]=2)[N:15]=1)([CH3:9])[CH3:8])([CH3:4])([CH3:3])[CH3:2].[C:27]1([N:33]2[CH2:38][CH2:37][NH:36][CH2:35][CH2:34]2)[CH:32]=[CH:31][CH:30]=[CH:29][CH:28]=1.CC(C)([O-])C.[Na+].C(P(C(C)(C)C)C1C=CC=CC=1C1C=CC=CC=1)(C)(C)C>C1(C)C=CC=CC=1.C1C=CC(/C=C/C(/C=C/C2C=CC=CC=2)=O)=CC=1.C1C=CC(/C=C/C(/C=C/C2C=CC=CC=2)=O)=CC=1.C1C=CC(/C=C/C(/C=C/C2C=CC=CC=2)=O)=CC=1.[Pd].[Pd].O>[C:1]([O:5][C:6](=[O:26])[C:7]([CH3:9])([S:10][C:11]1[S:12][CH:13]=[C:14]([CH2:16][CH2:17][O:18][C:19]2[CH:24]=[CH:23][C:22]([N:36]3[CH2:37][CH2:38][N:33]([C:27]4[CH:32]=[CH:31][CH:30]=[CH:29][CH:28]=4)[CH2:34][CH2:35]3)=[CH:21][CH:20]=2)[N:15]=1)[CH3:8])([CH3:4])([CH3:3])[CH3:2] |f:2.3,6.7.8.9.10|. Reported procedure: Under nitrogen atmosphere, 2-({4-[2-(4-bromophenoxy)ethyl]-1,3-thiazol-2-yl}thio)-2-methylpropionic acid tert-butyl ester (800 mg) synthesized in Example 67-1 and 1-phenylpiperazine (425 mg) were dissolved in toluene (5 mL), sodium tert-butoxide (185 mg), tris(dibenzylideneacetone)dipalladium (80.1 mg) and 2-(di-tert-butylphosphino)biphenyl (52.2 mg) were added, and the mixture was refluxed for 4 hr. The reaction mixture was cooled, water was added thereto, and the mixture was extracted with eth... Starting materials: CCOCC, Cl, [I-], [K+], O=N[O-], [Na+], O, Nc1c(-c2ccccc2)ccc2c1CCO2. Product: Ic1c(-c2ccccc2)ccc2c1CCO2. Reaction SMILES: [CH3:25][CH2:26][O:27][CH2:28][CH3:29].[ClH:17].[I-:23].[K+:22].[N:18]([O-:19])=[O:20].[Na+:21].[OH2:24].[c:1]1(-[c:7]2[cH:8][cH:9][c:10]3[c:11]([c:15]2[NH2:16])[CH2:12][CH2:13][O:14]3)[cH:2][cH:3][cH:4][cH:5][cH:6]1>>[c:1]1(-[c:7]2[cH:8][cH:9][c:10]3[c:11]([c:15]2[I:23])[CH2:12][CH2:13][O:14]3)[cH:2][cH:3][cH:4][cH:5][cH:6]1.